This data is from the Open Reaction Database (ORD), a public repository of structured organic reaction records. The task is: describe an organic reaction: reactants, conditions, products, and yield Starting materials: C([O-])([O-])=O.[K+].[K+] (potassium carbonate), C(CCS)S (1,3-propandithiol), FC1=CC=C(C=C1)C(C(CC=C)(C)N(C)C)=O (1-(4-fluorophenyl)-2-dimethylamino-2-methylpent-4-en-1-one). Solvent: CC(=O)N(C)C (dimethylacetamide), CC(=O)N(C)C (dimethylacetamide). Run at temperature 50 celsius, time 12 hour. Yields the product SCCCSC1=CC=C(C=C1)C(C(CC=C)(C)N(C)C)=O (1-[4-(3-Mercaptopropylthio)phenyl]-2-dimethylamino-2-methylpent-4-en-1-one). As a reaction SMILES: [CH2:1]([SH:5])[CH2:2][CH2:3][SH:4].C(=O)([O-])[O-].[K+].[K+].F[C:13]1[CH:18]=[CH:17][C:16]([C:19](=[O:28])[C:20]([N:25]([CH3:27])[CH3:26])([CH3:24])[CH2:21][CH:22]=[CH2:23])=[CH:15][CH:14]=1>CC(N(C)C)=O>[SH:4][CH2:3][CH2:2][CH2:1][S:5][C:13]1[CH:18]=[CH:17][C:16]([C:19](=[O:28])[C:20]([N:25]([CH3:27])[CH3:26])([CH3:24])[CH2:21][CH:22]=[CH2:23])=[CH:15][CH:14]=1 |f:1.2.3|. Procedure: 25.0 g (0.23 mol) of 1,3-propandithiol are dissolved in 80 ml of dry dimethylacetamide and 6.0 g of potassium carbonate are added. 10.0 g of 1-(4-fluorophenyl)-2-dimethylamino-2-methylpent-4-en-1-one in 20 ml of dry dimethylacetamide are added dropwise. The suspension is stirred at 50° C. for 12 h, the solid is filtered off. The excess 1,3-propanedithiol and dimethylacetamide are distilled off. To the residue toluene is added and the precipitate is filtered off. After toluene is distilled off, t... Reactants: FC(C(=O)O)(F)F.FC(C(=O)O)(F)F.FC(C(=O)O)(F)F.ClC=1C=NC=2NC=3C=NC=C(CCC4=C(C=CC(NC1N2)=C4)N)C3 (6-chloro-2,4,8,18,22-pentaazatetracyclo[14.3.1.1(3,7).1(9,13)]docosa-1(20),3(22),4,6,9(21),10,12,16,18-nonaen-12-amine tris(trifluoroacetate)), O=C1N(C(C2=CC=CC=C12)=O)CCS(=O)(=O)Cl (2-(1,3-dioxo-1,3-dihydro-2H-isoindol-2-yl)ethanesulfonyl chloride). Yields the product FC(C(=O)O)(F)F.FC(C(=O)O)(F)F.ClC=1C=NC=2NC=3C=NC=C(CCC4=C(C=CC(NC1N2)=C4)NS(=O)(=O)CCN4C(C2=CC=CC=C2C4=O)=O)C3 (N-[6-Chloro-2,4,8,18,22-pentaazatetracyclo[14.3.1.1(3,7).1(9,13)]docosa-1(20),3(22),4,6,9(21),10,12,16,18-nonaen-12-yl]-2-(1,3-dioxo-1,3-dihydro-2H-isoindol-2-yl)ethanesulfonamide bis(trifluoroacetate)). Yield: 20.0%. Reaction SMILES: [F:1][C:2]([F:7])([F:6])[C:3]([OH:5])=[O:4].[F:8][C:9]([F:14])([F:13])[C:10]([OH:12])=[O:11].FC(F)(F)C(O)=O.[Cl:22][C:23]1[CH:24]=[N:25][C:26]2[NH:27][C:28]3[CH:29]=[N:30][CH:31]=[C:32]([CH:45]=3)[CH2:33][CH2:34][C:35]3[CH:43]=[C:39]([NH:40][C:41]=1[N:42]=2)[CH:38]=[CH:37][C:36]=3[NH2:44].[O:46]=[C:47]1[C:55]2[C:50](=[CH:51][CH:52]=[CH:53][CH:54]=2)[C:49](=[O:56])[N:48]1[CH2:57][CH2:58][S:59](Cl)(=[O:61])=[O:60]>>[F:1][C:2]([F:7])([F:6])[C:3]([OH:5])=[O:4].[F:8][C:9]([F:14])([F:13])[C:10]([OH:12])=[O:11].[Cl:22][C:23]1[CH:24]=[N:25][C:26]2[NH:27][C:28]3[CH:29]=[N:30][CH:31]=[C:32]([CH:45]=3)[CH2:33][CH2:34][C:35]3[CH:43]=[C:39]([NH:40][C:41]=1[N:42]=2)[CH:38]=[CH:37][C:36]=3[NH:44][S:59]([CH2:58][CH2:57][N:48]1[C:47](=[O:46])[C:55]2[C:50](=[CH:51][CH:52]=[CH:53][CH:54]=2)[C:49]1=[O:56])(=[O:60])=[O:61] |f:0.1.2.3,5.6.7|. Reported procedure: The desired compound was prepared according to the procedure of Example D20, step A, using 6-chloro-2,4,8,18,22-pentaazatetracyclo[14.3.1.1(3,7).1(9,13)]docosa-1(20),3(22),4,6,9(21),10,12,16,18-nonaen-12-amine tris(trifluoroacetate) and 2-(1,3-dioxo-1,3-dihydro-2H-isoindol-2-yl)ethanesulfonyl chloride as the starting materials in 20% yield. LCMS for C27H23ClN7O4S (M+H)+: m/z=575.9. The product is CC(=O)c1ccc(O)c(N(C)C)c1. RXN SMILES: [CH2:1]1[O:2][C:4]([CH3:5])([c:6]2[cH:7][c:8]([N:13]([CH3:14])[CH3:15])[c:9]([OH:12])[cH:10][cH:11]2)[O:3][CH2:16]1.[ClH:17].[Na+:18].[O:23]1[CH2:24][CH2:25][CH2:26][CH2:27]1.[OH:19][C:20](=[O:21])[O-:22]>>[O:3]=[C:4]([CH3:5])[c:6]1[cH:7][c:8]([N:13]([CH3:14])[CH3:15])[c:9]([OH:12])[cH:10][cH:11]1. The reactants are CN(C)c1cc(C2(C)OCCO2)ccc1O, Cl, [Na+], C1CCOC1, O=C([O-])O.